Task: describe an organic reaction: reactants, conditions, products, and yield. Dataset: the Open Reaction Database (ORD), a public repository of structured organic reaction records The reactants are [Br-], [Li]CCCC, C1CCOC1, COc1cc(C=O)ccc1OCc1ccccc1, OCCC[P+](c1ccccc1)(c1ccccc1)c1ccccc1. The product is COc1cc(C=CCCO)ccc1OCc1ccccc1. As a reaction SMILES: [Br-:6].[CH2:1]([Li:2])[CH2:3][CH2:4][CH3:5].[CH2:48]1[O:49][CH2:50][CH2:51][CH2:52]1.[CH3:30][O:31][c:32]1[cH:33][c:34]([CH:35]=[O:36])[cH:37][cH:38][c:39]1[O:40][CH2:41][c:42]1[cH:43][cH:44][cH:45][cH:46][cH:47]1.[OH:7][CH2:8][CH2:9][CH2:10][P+:11]([c:12]1[cH:13][cH:14][cH:15][cH:16][cH:17]1)([c:18]1[cH:19][cH:20][cH:21][cH:22][cH:23]1)[c:24]1[cH:25][cH:26][cH:27][cH:28][cH:29]1>>[OH:7][CH2:8][CH2:9][CH:10]=[CH:35][c:34]1[cH:33][c:32]([O:31][CH3:30])[c:39]([O:40][CH2:41][c:42]2[cH:43][cH:44][cH:45][cH:46][cH:47]2)[cH:38][cH:37]1. The reagents and catalysts are C=1C=CC(=CC1)[P](C=2C=CC=CC2)(C=3C=CC=CC3)[Pd]([P](C=4C=CC=CC4)(C=5C=CC=CC5)C=6C=CC=CC6)([P](C=7C=CC=CC7)(C=8C=CC=CC8)C=9C=CC=CC9)[P](C=1C=CC=CC1)(C=1C=CC=CC1)C=1C=CC=CC1 (Pd(PPh3)4). Procedure: The title compound is synthesized according to general procedure GP3 starting from 1.29 g (4.5 mmol) 5-(4-Chloro-2-ethyl-pyridin-3-ylethynyl)-6-ethyl-pyridin-2-ylamine (A-30) using 1.34 mg (6.8 mmol) 3-Fluoro-4-methoxycarbonylphenyl boronic acid, 1.4 g (0.9 mmol) Pd(PPh3)4 and 1.19 g (8.6 mmol) K2CO3 in a mixture of 9 mL 1,2-dimethoxyethane and 2.25 mL water. The reaction mixture is stirred twice for 30 min at 130° C. under microwave irradiation. The product is precipitated by the addition of wa... The solvent is COCCOC (1,2-dimethoxyethane), O (water). Run at temperature 130 celsius, time 30 minute. RXN SMILES: Cl[C:2]1[CH:7]=[CH:6][N:5]=[C:4]([CH2:8][CH3:9])[C:3]=1[C:10]#[C:11][C:12]1[CH:13]=[CH:14][C:15]([NH2:20])=[N:16][C:17]=1[CH2:18][CH3:19].[F:21][C:22]1[CH:23]=[C:24](B(O)O)[CH:25]=[CH:26][C:27]=1[C:28]([O:30][CH3:31])=[O:29].C([O-])([O-])=O.[K+].[K+]>COCCOC.O.C1C=CC([P]([Pd]([P](C2C=CC=CC=2)(C2C=CC=CC=2)C2C=CC=CC=2)([P](C2C=CC=CC=2)(C2C=CC=CC=2)C2C=CC=CC=2)[P](C2C=CC=CC=2)(C2C=CC=CC=2)C2C=CC=CC=2)(C2C=CC=CC=2)C2C=CC=CC=2)=CC=1>[CH3:31][O:30][C:28](=[O:29])[C:27]1[CH:26]=[CH:25][C:24]([C:2]2[CH:7]=[CH:6][N:5]=[C:4]([CH2:8][CH3:9])[C:3]=2[C:10]#[C:11][C:12]2[C:17]([CH2:18][CH3:19])=[N:16][C:15]([NH2:20])=[CH:14][CH:13]=2)=[CH:23][C:22]=1[F:21] |f:2.3.4,^1:51,53,72,91|. The reactants are ClC1=C(C(=NC=C1)CC)C#CC=1C=CC(=NC1CC)N (5-(4-Chloro-2-ethyl-pyridin-3-ylethynyl)-6-ethyl-pyridin-2-ylamine), FC=1C=C(C=CC1C(=O)OC)B(O)O (3-Fluoro-4-methoxycarbonylphenyl boronic acid), C(=O)([O-])[O-].[K+].[K+] (K2CO3). Product: COC(C1=C(C=C(C=C1)C1=C(C(=NC=C1)CC)C#CC=1C(=NC(=CC1)N)CC)F)=O (4-[3-(6-Amino-2-ethyl-pyridin-3-ylethynyl)-2-ethyl-pyridin-4-yl]-2-fluoro-benzoic acid methyl ester). Starting materials: C(C1=CC=CC=C1)OC(N(CC(=O)NC(C)C)CC1=NC(=CC=C1)NC=1SC(=CC1C(=O)N)C1=C(C=C(C=C1F)C(C)(C)O)F)=O (Benzyl{[6-({3-(aminocarbonyl)-5-[2,6-difluoro-4-(1-hydroxy-1-methylethyl)phenyl]-2-thienyl}amino)pyridin-2-yl]methyl}[2-(isopropylamino)-2-oxoethyl]carbamate), [H][H] (hydrogen). Reagents/catalysts: [Pd] (Palladium on carbon). The solvent is CO (methanol). Conditions: time 3 hour. The product is FC1=C(C(=CC(=C1)C(C)(C)O)F)C1=CC(=C(S1)NC1=NC(=CC=C1)CNCC(=O)NC(C)C)C(=O)N (5-[2,6-Difluoro-4-(1-hydroxy-1-methylethyl)phenyl]-2-{[6-({[2-(isopropylamino)-2-oxoethyl]amino}methyl)pyridin-2-yl]amino}thiophene-3-carboxamide). RXN SMILES: C(OC(=O)[N:10]([CH2:18][C:19]1[CH:24]=[CH:23][CH:22]=[C:21]([NH:25][C:26]2[S:27][C:28]([C:34]3[C:39]([F:40])=[CH:38][C:37]([C:41]([OH:44])([CH3:43])[CH3:42])=[CH:36][C:35]=3[F:45])=[CH:29][C:30]=2[C:31]([NH2:33])=[O:32])[N:20]=1)[CH2:11][C:12]([NH:14][CH:15]([CH3:17])[CH3:16])=[O:13])C1C=CC=CC=1.[H][H]>CO.[Pd]>[F:40][C:39]1[CH:38]=[C:37]([C:41]([OH:44])([CH3:43])[CH3:42])[CH:36]=[C:35]([F:45])[C:34]=1[C:28]1[S:27][C:26]([NH:25][C:21]2[CH:22]=[CH:23][CH:24]=[C:19]([CH2:18][NH:10][CH2:11][C:12]([NH:14][CH:15]([CH3:17])[CH3:16])=[O:13])[N:20]=2)=[C:30]([C:31]([NH2:33])=[O:32])[CH:29]=1. Reported procedure: Benzyl{[6-({3-(aminocarbonyl)-5-[2,6-difluoro-4-(1-hydroxy-1-methylethyl)phenyl]-2-thienyl}amino)pyridin-2-yl]methyl}[2-(isopropylamino)-2-oxoethyl]carbamate (83 mg, 0.13 mmol) was dissolved in methanol. Palladium on carbon (0.68 mg, 6.4 μmol) was added and a hydrogen balloon was placed on top. The solution was evacuated and then charged with hydrogen several times. The reaction was stirred for 3 hours. The solution was filtered through celite and concentrated. The crude residue was purified by ... Reactants: O(C1=CC=CC=C1)C=1C=C(C=O)C=CC1F (3-phenoxy-4-fluoro-benzaldehyde), CC1(C(C1(C)C)C(=O)Cl)C (2,2,3,3-tetramethylcyclopropanecarboxylic acid chloride), [C-]#N.[Na+] (sodium cyanide), O (water). Reagents/catalysts: [Br-].C(CCC)[N+](CCCC)(CCCC)CCCC (tetrabutylammonium bromide). The solvent is C1(=CC=CC=C1)C (toluene), CCCCCC (n-hexane). Yields the product C(#N)C(C1=CC(=C(C=C1)F)OC1=CC=CC=C1)OC(=O)C1C(C1(C)C)(C)C (2,2,3,3-tetramethylcyclopropanecarboxylic acid α-cyano-3-phenoxy-4-fluoro-benzyl ester). Yield: 786.0%. As a reaction SMILES: [O:1]([C:8]1[CH:9]=[C:10]([CH:13]=[CH:14][C:15]=1[F:16])[CH:11]=[O:12])[C:2]1[CH:7]=[CH:6][CH:5]=[CH:4][CH:3]=1.[CH3:17][C:18]1([CH3:26])[C:20]([CH3:22])([CH3:21])[CH:19]1[C:23](Cl)=[O:24].[C-:27]#[N:28].[Na+].O>[Br-].C([N+](CCCC)(CCCC)CCCC)CCC.C1(C)C=CC=CC=1.CCCCCC>[C:27]([CH:11]([O:12][C:23]([CH:19]1[C:18]([CH3:26])([CH3:17])[C:20]1([CH3:22])[CH3:21])=[O:24])[C:10]1[CH:13]=[CH:14][C:15]([F:16])=[C:8]([O:1][C:2]2[CH:3]=[CH:4][CH:5]=[CH:6][CH:7]=2)[CH:9]=1)#[N:28] |f:2.3,5.6|. Procedure: 5 g (0.0232 mol) of 3-phenoxy-4-fluoro-benzaldehyde and 3.72 g (0.0232 mol) of 2,2,3,3-tetramethylcyclopropanecarboxylic acid chloride were together added dropwise to a mixture of 1.8 g of sodium cyanide, 2.7 ml of water, 100 ml of n-hexane and 0.6 g of tetrabutylammonium bromide at 20°-25° C., while stirring, and the mixture was then stirred at 20°-25° C. for 4 hours. 300 ml of toluene were then added to the reaction mixture and the mixture was extracted twice by shaking with 300 ml of water ea... Reactants: CCOC(C)=O, COC(=O)C(=CNc1ccc(F)c(F)c1OCC(C)O)C(=O)OC, Cc1ccc(S(=O)(=O)Cl)cc1, c1ccncc1. Yields the product COC(=O)C(=CNc1ccc(F)c(F)c1OCC(C)OS(=O)(=O)c1ccc(C)cc1)C(=O)OC. RXN SMILES: [CH3:36][CH2:37][O:38][C:39](=[O:40])[CH3:41].[F:1][c:2]1[c:3]([O:20][CH2:21][CH:22]([CH3:23])[OH:24])[c:4]([NH:9][CH:10]=[C:11]([C:12](=[O:13])[O:14][CH3:15])[C:16](=[O:17])[O:18][CH3:19])[cH:5][cH:6][c:7]1[F:8].[c:25]1([CH3:35])[cH:26][cH:27][c:28]([S:31](=[O:32])(=[O:33])[Cl:34])[cH:29][cH:30]1.[cH:42]1[cH:43][cH:44][n:45][cH:46][cH:47]1>>[F:1][c:2]1[c:3]([O:20][CH2:21][CH:22]([CH3:23])[O:24][S:31]([c:28]2[cH:27][cH:26][c:25]([CH3:35])[cH:30][cH:29]2)(=[O:32])=[O:33])[c:4]([NH:9][CH:10]=[C:11]([C:12](=[O:13])[O:14][CH3:15])[C:16](=[O:17])[O:18][CH3:19])[cH:5][cH:6][c:7]1[F:8]. Starting materials: CN(C)C=O, COc1cc(OC)nc(S(C)(=O)=O)n1, [H-], [Na+], O, O=Cc1c(O)ccc2ccccc12. Yields the product COc1cc(OC)nc(Oc2ccc3ccccc3c2C=O)n1. As a reaction SMILES: [CH3:14][N:15]([CH3:16])[CH:17]=[O:18].[CH3:21][O:22][c:23]1[n:24][c:25]([S:31]([CH3:32])(=[O:33])=[O:34])[n:26][c:27]([O:29][CH3:30])[cH:28]1.[H-:19].[Na+:20].[OH2:35].[OH:1][c:2]1[c:3]([CH:12]=[O:13])[c:4]2[cH:5][cH:6][cH:7][cH:8][c:9]2[cH:10][cH:11]1>>[O:1]([c:2]1[c:3]([CH:12]=[O:13])[c:4]2[cH:5][cH:6][cH:7][cH:8][c:9]2[cH:10][cH:11]1)[c:25]1[n:24][c:23]([O:22][CH3:21])[cH:28][c:27]([O:29][CH3:30])[n:26]1.